describe an organic reaction: reactants, conditions, products, and yield From a dataset of the Open Reaction Database (ORD), a public repository of structured organic reaction records. Starting materials: COC=1C=C(C=CC1)NN=CC(C)=O (2-oxopropanal (3-methoxyphenyl)hydrazone), C(C)(=O)O (acetic acid), C(=O)C=O (glyoxal). The solvent is CCOC(=O)C (EtOAc). Yields the product OC=1C(=NN(C1)C1=CC(=CC=C1)OC)C(C)=O (1-[4-hydroxy-1-(3-methoxyphenyl)-1H-pyrazol-3-yl]ethanone). The yield is 10.0%. Reaction SMILES: [CH3:1][O:2][C:3]1[CH:4]=[C:5]([NH:9][N:10]=[CH:11][C:12](=[O:14])[CH3:13])[CH:6]=[CH:7][CH:8]=1.[C:15](O)(=[O:17])[CH3:16].C(C=O)=O>CCOC(C)=O>[OH:14][C:12]1[C:11]([C:15](=[O:17])[CH3:16])=[N:10][N:9]([C:5]2[CH:6]=[CH:7][CH:8]=[C:3]([O:2][CH3:1])[CH:4]=2)[CH:13]=1. Procedure details: A mixture of 2-oxopropanal (3-methoxyphenyl)hydrazone (2.88 g, 14.5 mmol), acetic acid (20 mL) and glyoxal (6.3 g, 5.0 mL, 43 mmol) were heated at reflux overnight. The reaction was cooled to room temperature, diluted with EtOAc and washed with saturated aqueous NaCl. The black sludge was removed by decantation and the filtrate was washed with more saturated aqueous NaCl, dried over MgSO4, filtered and concentrated. Purify by CombiFlash (80 g column, 0-50% heptane/EtOAc gradient) to afford 1-[4-...